From a dataset of the Open Reaction Database (ORD), a public repository of structured organic reaction records. describe an organic reaction: reactants, conditions, products, and yield The reactants are NS(=O)(=O)c1ccc(NC(=O)CCl)c(Cl)c1, [K+], [K+], Nc1nnc(S)n1-c1ccc(C2CC2)c2ccccc12, O=C([O-])[O-], CN(C)C=O. Yields the product Nc1nnc(SCC(=O)Nc2ccc(S(N)(=O)=O)cc2Cl)n1-c1ccc(C2CC2)c2ccccc12. RXN SMILES: [Cl:27][CH2:28][C:29](=[O:30])[NH:31][c:32]1[c:33]([Cl:42])[cH:34][c:35]([S:38]([NH2:39])(=[O:40])=[O:41])[cH:36][cH:37]1.[K+:21].[K+:22].[NH2:1][c:2]1[n:3](-[c:8]2[cH:9][cH:10][c:11]([CH:18]3[CH2:19][CH2:20]3)[c:12]3[cH:13][cH:14][cH:15][cH:16][c:17]23)[c:4]([SH:7])[n:5][n:6]1.[O-:23][C:24]([O-:25])=[O:26].[O:43]=[CH:44][N:45]([CH3:46])[CH3:47]>>[NH2:1][c:2]1[n:3](-[c:8]2[cH:9][cH:10][c:11]([CH:18]3[CH2:19][CH2:20]3)[c:12]3[cH:13][cH:14][cH:15][cH:16][c:17]23)[c:4]([S:7][CH2:28][C:29](=[O:30])[NH:31][c:32]2[c:33]([Cl:42])[cH:34][c:35]([S:38]([NH2:39])(=[O:40])=[O:41])[cH:36][cH:37]2)[n:5][n:6]1. Starting materials: C(C1=CC=CC=C1)NC(COC1=NC=C(C(=O)N)C=C1)(C)C (6-(2-benzylamino-2,2-dimethylethoxy)-nicotinic acid amide), CC1=C(OCC2CO2)C=CC=C1 (1-(2-methylphenoxy)2,3-epoxy-propane). Run in C(C)(C)O (isopropanol). The product is C(C1=CC=CC=C1)N(C(COC1=NC=C(C=C1)C(N)=O)(C)C)CC(COC1=C(C=CC=C1)C)O (1-[N-benzyl-N-[2-(5-carbamoyl-2-pyridyloxy)-1,1-dimethyl-ethyl]-amino]-3-(2-methyl-phenoxy)-2-propanol). As a reaction SMILES: [CH2:1]([NH:8][C:9]([CH3:22])([CH3:21])[CH2:10][O:11][C:12]1[CH:20]=[CH:19][C:15]([C:16]([NH2:18])=[O:17])=[CH:14][N:13]=1)[C:2]1[CH:7]=[CH:6][CH:5]=[CH:4][CH:3]=1.[CH3:23][C:24]1[CH:34]=[CH:33][CH:32]=[CH:31][C:25]=1[O:26][CH2:27][CH:28]1[O:30][CH2:29]1>C(O)(C)C>[CH2:1]([N:8]([CH2:29][CH:28]([OH:30])[CH2:27][O:26][C:25]1[CH:31]=[CH:32][CH:33]=[CH:34][C:24]=1[CH3:23])[C:9]([CH3:22])([CH3:21])[CH2:10][O:11][C:12]1[CH:20]=[CH:19][C:15]([C:16](=[O:17])[NH2:18])=[CH:14][N:13]=1)[C:2]1[CH:3]=[CH:4][CH:5]=[CH:6][CH:7]=1. Reported procedure: A solution of 12 g of 6-(2-benzylamino-2,2-dimethylethoxy)-nicotinic acid amide and 12 g of 1-(2-methylphenoxy)2,3-epoxy-propane in 150 ml of isopropanol is boiled for 28 hours under reflux. After working up analogously to Example 1(c), crude 1-[N-benzyl-N-[2-(5-carbamoyl-2-pyridyloxy)-1,1-dimethyl-ethyl]-amino]-3-(2-methyl-phenoxy)-2-propanol is obtained, which is used further without additional purification. Starting materials: [K] (potassium), [N+](=O)([O-])C=1C=C(C(=CC1)OC)O (4-nitroguaiacol), C(C)(=O)OC(C)=O (acetic anhydride), CN(C)C=O (DMF). Reaction conditions: temperature 80 celsius, time 10 minute. The product is C(C)(=O)OC1=C(C=C(C=C1)[N+](=O)[O-])OC (4-acetoxy-3-methoxynitrobenzene). Yield: 95.0%. RXN SMILES: [K].[N+:2]([C:5]1[CH:6]=C(O)C(OC)=[CH:9][CH:10]=1)([O-:4])=[O:3].[C:14]([O:17][C:18](=[O:20])[CH3:19])(=O)[CH3:15].CN([CH:24]=[O:25])C>>[C:18]([O:17][C:14]1[CH:9]=[CH:10][C:5]([N+:2]([O-:4])=[O:3])=[CH:6][C:15]=1[O:25][CH3:24])(=[O:20])[CH3:19] |^1:0|. Procedure details: A mixture of the potassium salt of 4-nitroguaiacol (10.15 g, 49 mmol), acetic anhydride (80 ml) DMAP (250 mg) and DMF (5 ml) was heated at 80° C. After stirring for 10 minutes, acetic arhydride was removed by evaporation and water was added to give a cream solid. The solid was collected by filtration, washed with water followed by ether and isohexanes to give 4-acetoxy-3-methoxynitrobenzene (9.84 g, 95%). The reactants are C(C)(C)(C)NC=1OC(=NN1)C=1C=C2C(=CN(C2=CC1)S(=O)(=O)C1=CC=C(C)C=C1)B1OC(C(O1)(C)C)(C)C (N-tert-butyl-5-(3-(4,4,5,5-tetramethyl-1,3,2-dioxaborolan-2-yl)-1-tosyl-1H-indol-5-yl)-1,3,4-oxadiazol-2-amine), ClC1=NC=C(C(=N1)CC)F (2-chloro-4-ethyl-5-fluoropyrimidine), P(=O)([O-])([O-])[O-].[K+].[K+].[K+] (potassium phosphate). Reagents/catalysts: C=1C=CC(=CC1)/C=C/C(=O)/C=C/C2=CC=CC=C2.C=1C=CC(=CC1)/C=C/C(=O)/C=C/C2=CC=CC=C2.C=1C=CC(=CC1)/C=C/C(=O)/C=C/C2=CC=CC=C2.[Pd].[Pd] (Pd2(dba)3), C1(CCCCC1)P(C1=C(C=CC=C1)C1=C(C=C(C=C1C(C)C)C(C)C)C(C)C)C1CCCCC1 (dicyclohexyl(2′,4′,6′-triisopropylbiphenyl-2-yl)phosphine). Reaction conditions: temperature 130 celsius. Product: C(C)(C)(C)NC=1OC(=NN1)C=1C=C2C(=CN(C2=CC1)S(=O)(=O)C1=CC=C(C)C=C1)C1=NC=C(C(=N1)CC)F (N-tert-butyl-5-(3-(4-ethyl-5-fluoropyrimidin-2-yl)-1-tosyl-1H-indol-5-yl)-1,3,4-oxadiazol-2-amine). The yield is 75.1%. Reaction SMILES: [C:1]([NH:5][C:6]1[O:7][C:8]([C:11]2[CH:12]=[C:13]3[C:17](=[CH:18][CH:19]=2)[N:16]([S:20]([C:23]2[CH:29]=[CH:28][C:26]([CH3:27])=[CH:25][CH:24]=2)(=[O:22])=[O:21])[CH:15]=[C:14]3B2OC(C)(C)C(C)(C)O2)=[N:9][N:10]=1)([CH3:4])([CH3:3])[CH3:2].Cl[C:40]1[N:45]=[C:44]([CH2:46][CH3:47])[C:43]([F:48])=[CH:42][N:41]=1.P([O-])([O-])([O-])=O.[K+].[K+].[K+]>C1C=CC(/C=C/C(/C=C/C2C=CC=CC=2)=O)=CC=1.C1C=CC(/C=C/C(/C=C/C2C=CC=CC=2)=O)=CC=1.C1C=CC(/C=C/C(/C=C/C2C=CC=CC=2)=O)=CC=1.[Pd].[Pd].C1(P(C2CCCCC2)C2C=CC=CC=2C2C(C(C)C)=CC(C(C)C)=CC=2C(C)C)CCCCC1>[C:1]([NH:5][C:6]1[O:7][C:8]([C:11]2[CH:12]=[C:13]3[C:17](=[CH:18][CH:19]=2)[N:16]([S:20]([C:23]2[CH:29]=[CH:28][C:26]([CH3:27])=[CH:25][CH:24]=2)(=[O:22])=[O:21])[CH:15]=[C:14]3[C:40]2[N:45]=[C:44]([CH2:46][CH3:47])[C:43]([F:48])=[CH:42][N:41]=2)=[N:9][N:10]=1)([CH3:3])([CH3:4])[CH3:2] |f:2.3.4.5,6.7.8.9.10|. Procedure: To a 5 mL glass microwave tube containing N-tert-butyl-5-(3-(4,4,5,5-tetramethyl-1,3,2-dioxaborolan-2-yl)-1-tosyl-1H-indol-5-yl)-1,3,4-oxadiazol-2-amine (166 mg, 0.309 mmol) was added 2-chloro-4-ethyl-5-fluoropyrimidine (78 mg, 0.402 mmol), potassium phosphate (197 mg, 0.928 mmol), dicyclohexyl(2′,4′,6′-triisopropylbiphenyl-2-yl)phosphine (8.9 mg, 0.019 mmol), and Pd2(dba)3 (8.5 mg, 9.28 μmol). The tube was purged with argon, the solids were treated with dioxane (2.5 mL) and water (0.25 mL), the...